From a dataset of the Open Reaction Database (ORD), a public repository of structured organic reaction records. describe an organic reaction: reactants, conditions, products, and yield Starting materials: CO, CCN(C(C)C)C(C)C, CN(C)C=O, COP(=O)(O)c1cccc(C=CC(=O)OC(C)(C)C)c1. Yields the product COP(=O)(OC)c1cccc(C=CC(=O)OC(C)(C)C)c1. Reaction SMILES: [CH3:35][OH:36].[CH:21]([N:22]([CH2:23][CH3:24])[CH:25]([CH3:26])[CH3:27])([CH3:28])[CH3:29].[O:30]=[CH:31][N:32]([CH3:33])[CH3:34].[OH:1][P:2](=[O:3])([O:4][CH3:5])[c:6]1[cH:7][c:8]([CH:12]=[CH:13][C:14](=[O:15])[O:16][C:17]([CH3:18])([CH3:19])[CH3:20])[cH:9][cH:10][cH:11]1>>[O:1]([P:2](=[O:3])([O:4][CH3:5])[c:6]1[cH:7][c:8]([CH:12]=[CH:13][C:14](=[O:15])[O:16][C:17]([CH3:18])([CH3:19])[CH3:20])[cH:9][cH:10][cH:11]1)[CH3:21]. Reactants: CCCCCC, Cc1c[nH]cn1, CN(C)C=O, O=C(c1ccc(F)cc1Cl)N1Cc2cccn2Cc2ccccc21, [H-], [Na+]. Yields the product Cc1cn(-c2ccc(C(=O)N3Cc4cccn4Cc4ccccc43)c(Cl)c2)cn1. RXN SMILES: [CH3:27][CH2:28][CH2:29][CH2:30][CH2:31][CH3:32].[CH3:33][c:34]1[n:35][cH:36][nH:37][cH:38]1.[CH3:39][N:40]([CH3:41])[CH:42]=[O:43].[Cl:1][c:2]1[c:3]([C:9](=[O:10])[N:11]2[CH2:12][c:13]3[n:14]([cH:22][cH:23][cH:24]3)[CH2:15][c:16]3[c:17]2[cH:18][cH:19][cH:20][cH:21]3)[cH:4][cH:5][c:6]([F:8])[cH:7]1.[H-:25].[Na+:26]>>[Cl:1][c:2]1[c:3]([C:9](=[O:10])[N:11]2[CH2:12][c:13]3[n:14]([cH:22][cH:23][cH:24]3)[CH2:15][c:16]3[c:17]2[cH:18][cH:19][cH:20][cH:21]3)[cH:4][cH:5][c:6](-[n:37]2[cH:36][n:35][c:34]([CH3:33])[cH:38]2)[cH:7]1. Starting materials: CO, CC(C)(C)OC(=O)NC1CCN(c2ccc(Cl)nn2)CC1, [Na], O. Product: COc1ccc(N2CCC(NC(=O)OC(C)(C)C)CC2)nn1. RXN SMILES: [CH3:23][OH:24].[Cl:1][c:2]1[cH:3][cH:4][c:5]([N:8]2[CH2:9][CH2:10][CH:11]([NH:14][C:15]([O:16][C:17]([CH3:18])([CH3:19])[CH3:20])=[O:21])[CH2:12][CH2:13]2)[n:6][n:7]1.[Na:22].[OH2:25]>>[c:2]1([O:24][CH3:23])[cH:3][cH:4][c:5]([N:8]2[CH2:9][CH2:10][CH:11]([NH:14][C:15]([O:16][C:17]([CH3:18])([CH3:19])[CH3:20])=[O:21])[CH2:12][CH2:13]2)[n:6][n:7]1. Reactants: CNC, CN1CCCC1=O, Fc1ccc(-n2ncnc2-c2cc3c(s2)-c2nc(-c4ccc(F)nc4)ccc2OCC3)c(F)c1. Yields the product CN(C)c1ccc(-c2ccc3c(n2)-c2sc(-c4ncnn4-c4ccc(F)cc4F)cc2CCO3)cn1. RXN SMILES: [CH3:35][NH:36][CH3:37].[CH3:38][N:39]1[CH2:40][CH2:41][CH2:42][C:43]1=[O:44].[F:1][c:2]1[c:3](-[n:9]2[n:10][cH:11][n:12][c:13]2-[c:14]2[cH:15][c:16]3[c:22]([s:23]2)-[c:21]2[c:20]([cH:27][cH:26][c:25](-[c:28]4[cH:29][n:30][c:31]([F:34])[cH:32][cH:33]4)[n:24]2)[O:19][CH2:18][CH2:17]3)[cH:4][cH:5][c:6]([F:8])[cH:7]1>>[F:1][c:2]1[c:3](-[n:9]2[n:10][cH:11][n:12][c:13]2-[c:14]2[cH:15][c:16]3[c:22]([s:23]2)-[c:21]2[c:20]([cH:27][cH:26][c:25](-[c:28]4[cH:29][n:30][c:31]([N:36]([CH3:35])[CH3:37])[cH:32][cH:33]4)[n:24]2)[O:19][CH2:18][CH2:17]3)[cH:4][cH:5][c:6]([F:8])[cH:7]1. Reactants: C(=O)(C(F)(F)F)O (TFA), C(C)(=O)NC1=NC=C2C=C(C(=NC2=C1)C)C=1C(=CC(=C(C1)NC(OC(C)(C)C)=O)F)F (tert-butyl (5-(7-acetamido-2-methyl-1,6-naphthyridin-3-yl)-2,4-difluorophenyl)carbamate). Solvent: C(Cl)Cl (DCM). Conditions: time 16 hour. Yields the product NC=1C(=CC(=C(C1)C=1C(=NC2=CC(=NC=C2C1)NC(C)=O)C)F)F (N-(3-(5-amino-2,4-difluorophenyl)-2-methyl-1,6-naphthyridin-7-yl)acetamide). Isolated yield 81.0%. RXN SMILES: C(O)(C(F)(F)F)=O.[C:8]([NH:11][C:12]1[CH:21]=[C:20]2[C:15]([CH:16]=[C:17]([C:23]3[C:24]([F:38])=[CH:25][C:26]([F:37])=[C:27]([NH:29]C(=O)OC(C)(C)C)[CH:28]=3)[C:18]([CH3:22])=[N:19]2)=[CH:14][N:13]=1)(=[O:10])[CH3:9]>C(Cl)Cl>[NH2:29][C:27]1[C:26]([F:37])=[CH:25][C:24]([F:38])=[C:23]([C:17]2[C:18]([CH3:22])=[N:19][C:20]3[C:15]([CH:16]=2)=[CH:14][N:13]=[C:12]([NH:11][C:8](=[O:10])[CH3:9])[CH:21]=3)[CH:28]=1. Reported procedure: Add TFA (5 mL, 64.9 mmol) to a solution of tert-butyl (5-(7-acetamido-2-methyl-1,6-naphthyridin-3-yl)-2,4-difluorophenyl)carbamate (0.63 g, 1.470 mmol) in DCM (5 mL), stir at RT for 16 h, then concentrate to dryness. Neutralize with satd. NaHCO3, extract with EtOAc/THF (1×), wash the organic layer with brine, dry over MgSO4 and concentrate to dryness. Triturate with THF/Hex, collect the solids via filtration and dry to afford the title compound (391 mg, 81%) as a tan solid. 1H NMR (400 MHz, DMSO... Reactants: ClC=1C(=NC=C(C1)Cl)OCCN1CCOCC1 (3, 5-dichloro-2-[2-(4-morpholinyl) ethoxy]pyridine), C(C)(C)[N-]C(C)C.[Li+] (lithium diisopropylamide), C(=O)=O.C1CCOC1 (dry ice THF). Solvent: C1CCOC1 (THF), C1CCOC1 (THF). Conditions: temperature -70 celsius, time 30 minute. The product is Cl.ClC=1C(=NC=C(C1C(=O)O)Cl)OCCN1CCOCC1 (3,5-dichloro-2-[2-(4-morpholinyl)ethoxy]pyridine-4-carboxylic acid hydrochloride). Yield: 71.0%. RXN SMILES: C([N-]C(C)C)(C)C.[Li+].[Cl:9][C:10]1[C:11]([O:17][CH2:18][CH2:19][N:20]2[CH2:25][CH2:24][O:23][CH2:22][CH2:21]2)=[N:12][CH:13]=[C:14]([Cl:16])[CH:15]=1.[C:26](=[O:28])=[O:27].C1COCC1>C1COCC1>[ClH:9].[Cl:9][C:10]1[C:11]([O:17][CH2:18][CH2:19][N:20]2[CH2:25][CH2:24][O:23][CH2:22][CH2:21]2)=[N:12][CH:13]=[C:14]([Cl:16])[C:15]=1[C:26]([OH:28])=[O:27] |f:0.1,3.4,6.7|. Procedure details: A solution of lithium diisopropylamide (6.4 g, 0.06 mol) in THF (100 ml) under nitrogen was cooled to -70° C. and a solution of 3, 5-dichloro-2-[2-(4-morpholinyl) ethoxy]pyridine (13.0 g, 0.047 mol) in THF (10 ml) was added via syringe. The yellow/red solution was stirred for 30 minutes at -70° C. and then was slowly warmed to room temperature. The mixture was poured onto crushed dry ice/THF and upon evaporation of the dry ice the solvent was removed in vacuo. The residue was taken up in dilute ... Reactants: BrC=1C=C(CN2N=C(C=C2C)C2=NC(=NO2)C2=CC=C(C=C2)C2(CC2)C(F)(F)F)C=CC1 (5-[1-(3-Bromobenzyl)-5-methyl-1H-pyrazol-3-yl]-3-{4-[1-(trifluoromethyl)cyclopropyl]phenyl}-1,2,4-oxadiazole), [Si](C1=CC=CC=C1)(C1=CC=CC=C1)(C(C)(C)C)OC1CNC1 (3-{[tert-Butyl(diphenyl)silyl]oxy}azetidine). The product is CC1=CC(=NN1CC=1C=C(C=CC1)N1CC(C1)O)C1=NC(=NO1)C1=CC=C(C=C1)C1(CC1)C(F)(F)F (1-(3-{[5-Methyl-3-(3-{4-[1-(trifluoromethyl)cyclopropyl]phenyl}-1,2,4-oxadiazol-5-yl)-1H-pyrazol-1-yl]methyl}phenyl)azetidin-3-ol). Reaction SMILES: Br[C:2]1[CH:3]=[C:4]([CH:30]=[CH:31][CH:32]=1)[CH2:5][N:6]1[C:10]([CH3:11])=[CH:9][C:8]([C:12]2[O:16][N:15]=[C:14]([C:17]3[CH:22]=[CH:21][C:20]([C:23]4([C:26]([F:29])([F:28])[F:27])[CH2:25][CH2:24]4)=[CH:19][CH:18]=3)[N:13]=2)=[N:7]1.[Si]([O:50][CH:51]1[CH2:54][NH:53][CH2:52]1)(C(C)(C)C)(C1C=CC=CC=1)C1C=CC=CC=1>>[CH3:11][C:10]1[N:6]([CH2:5][C:4]2[CH:3]=[C:2]([N:53]3[CH2:54][CH:51]([OH:50])[CH2:52]3)[CH:32]=[CH:31][CH:30]=2)[N:7]=[C:8]([C:12]2[O:16][N:15]=[C:14]([C:17]3[CH:22]=[CH:21][C:20]([C:23]4([C:26]([F:29])([F:28])[F:27])[CH2:25][CH2:24]4)=[CH:19][CH:18]=3)[N:13]=2)[CH:9]=1. Reported procedure: Analogously to the process described in Example 1, 500 mg (0.993 mmol) of the compound from Example 2A and 464 mg (1.49 mmol) of the compound from Example 8A were used to obtain 289 mg (58% of theory) of the title compound. It was possible here to dispense with the second component step of the process (silyl ether cleavage with TBAF), since the protecting group had already been detached in the course of the first component step. The crude product was purified by means of MPLC (silica gel, eluent...